From a dataset of the Open Reaction Database (ORD), a public repository of structured organic reaction records. describe an organic reaction: reactants, conditions, products, and yield The reactants are OCCC(N1C=NC=C1)C1=CC=C(C#N)C=C1 (4-(3-hydroxy-1-imidazol-1-yl-propyl)-benzonitrile), C(C)(C)N(CC)C(C)C (diisopropylethylamine), C(Cl)Cl (methylene chloride), CS(=O)(=O)Cl (Methanesulfonylchloride). Solvent: C1CCOC1 (THF). Conditions: time 4 hour. Yields the product C(#N)C1=CC=C(C=C1)C(CCOS(=O)(=O)C)N1C=NC=C1 (Methanesulfonic acid 3-(4-cyano-phenyl)-3-imidazol-1-yl-propyl Ester). Reaction SMILES: [OH:1][CH2:2][CH2:3][CH:4]([C:10]1[CH:17]=[CH:16][C:13]([C:14]#[N:15])=[CH:12][CH:11]=1)[N:5]1[CH:9]=[CH:8][N:7]=[CH:6]1.C(Cl)Cl.[CH3:21][S:22](Cl)(=[O:24])=[O:23].C(N(C(C)C)CC)(C)C>C1COCC1>[C:14]([C:13]1[CH:16]=[CH:17][C:10]([CH:4]([N:5]2[CH:9]=[CH:8][N:7]=[CH:6]2)[CH2:3][CH2:2][O:1][S:22]([CH3:21])(=[O:24])=[O:23])=[CH:11][CH:12]=1)#[N:15]. Reported procedure: The 4-(3-hydroxy-1-imidazol-1-yl-propyl)-benzonitrile (1.4 gm, 6.16 mmol) was suspended in 2:1 methylene chloride: THF (100 mL) under argon and cooled to 0° C. in an ice bath. Methanesulfonylchloride (1 mL, 12.4 mmol) was added followed by diisopropylethylamine (3.22 mL, 18.5 mmol). The reaction was stirred for 4 hours and the solvent was removed in vacuo. The residue was suspended in ethyl acetate (200 mL) and extracted 2 times with saturated aqueous sodium bicarbonate (100 mL), then water (100... Starting materials: [H-].[Al+3].[Li+].[H-].[H-].[H-] (lithium aluminum hydride), C(C1=CC=CC=C1)OC=1C=CC(=C(C1)C1=NC=2C(=NC=C(C2)C(=O)OCC)N1)OC(C)C (ethyl 2-[5-(benzyloxy)-2-isopropoxyphenyl]-3H-imidazo[4,5-b]pyridine-6-carboxylate), O (Water). The solvent is O1CCCC1 (tetrahydrofuran). Reaction conditions: time 3 hour. Yields the product C(C1=CC=CC=C1)OC=1C=CC(=C(C1)C1=NC=2C(=NC=C(C2)CO)N1)OC(C)C ({2-[5-(benzyloxy)-2-isopropoxyphenyl]-3H-imidazo[4,5-b]pyridin-6-yl}methanol). Yield: 36.9%. Reaction SMILES: [CH2:1]([O:8][C:9]1[CH:10]=[CH:11][C:12]([O:29][CH:30]([CH3:32])[CH3:31])=[C:13]([C:15]2[NH:28][C:18]3=[N:19][CH:20]=[C:21]([C:23](OCC)=[O:24])[CH:22]=[C:17]3[N:16]=2)[CH:14]=1)[C:2]1[CH:7]=[CH:6][CH:5]=[CH:4][CH:3]=1.[H-].[Al+3].[Li+].[H-].[H-].[H-].O>O1CCCC1>[CH2:1]([O:8][C:9]1[CH:10]=[CH:11][C:12]([O:29][CH:30]([CH3:32])[CH3:31])=[C:13]([C:15]2[NH:28][C:18]3=[N:19][CH:20]=[C:21]([CH2:23][OH:24])[CH:22]=[C:17]3[N:16]=2)[CH:14]=1)[C:2]1[CH:3]=[CH:4][CH:5]=[CH:6][CH:7]=1 |f:1.2.3.4.5.6|. Procedure: To a mixture of ethyl 2-[5-(benzyloxy)-2-isopropoxyphenyl]-3H-imidazo[4,5-b]pyridine-6-carboxylate (0.36 g) in tetrahydrofuran (5 ml) was added lithium aluminum hydride (48 mg) under ice-cooling, and the reaction mixture was stirred at room temperature for 3 hrs. Water was added to the reaction mixture, and the mixture was extracted with ethyl acetate. The extract was washed with water, dried over magnesium sulfate and concentrated. The obtained crude crystals were washed with diethyl ether to g... Reactants: ICC1CCC(CC1)C1CCC(CC1)CCCCC (1-Iodomethyl-4-(4-pentylcyclohexyl)cyclohexane), C(C)OC1=C(C=C(C=C1)O)F (4-ethoxy-3-fluorophenol), [H-].[Na+] (NaH). Solvent: C1CCOC1 (THF). The product is C(C)OC1=C(C=C(C=C1)OCC1CCC(CC1)C1CCC(CC1)CCCCC)F (1-ethoxy-2-fluoro-4-(4-(4-pentylcyclohexyl)cyclohexyl)methyloxybenzene). Isolated yield 39.0%. RXN SMILES: I[CH2:2][CH:3]1[CH2:8][CH2:7][CH:6]([CH:9]2[CH2:14][CH2:13][CH:12]([CH2:15][CH2:16][CH2:17][CH2:18][CH3:19])[CH2:11][CH2:10]2)[CH2:5][CH2:4]1.[CH2:20]([O:22][C:23]1[CH:28]=[CH:27][C:26]([OH:29])=[CH:25][C:24]=1[F:30])[CH3:21].[H-].[Na+]>C1COCC1>[CH2:20]([O:22][C:23]1[CH:28]=[CH:27][C:26]([O:29][CH2:2][CH:3]2[CH2:8][CH2:7][CH:6]([CH:9]3[CH2:14][CH2:13][CH:12]([CH2:15][CH2:16][CH2:17][CH2:18][CH3:19])[CH2:11][CH2:10]3)[CH2:5][CH2:4]2)=[CH:25][C:24]=1[F:30])[CH3:21] |f:2.3|. Procedure details: 1-Iodomethyl-4-(4-pentylcyclohexyl)cyclohexane (9.8 g, 26 mmol) was reacted with 4-ethoxy-3-fluorophenol (3.7 g, 24 mmol) in THF (60 ml) in the presence of NaH (ca. 24 mmol) used as a base. After treatment was carried out by the same method as in Example 3 to obtain 1-ethoxy-2-fluoro-4-(4-(4-pentylcyclohexyl)cyclohexyl)methyloxybenzene (yield: 39%). Reactants: C1OC=2C=C(C=CC2O1)/C=C/C(C)=O ((E)-4-[3,4-(methylenedioxy)phenyl]but-3-en-2-one), O.C(C=O)(=O)O (glyoxylic acid monohydrate). Run in C(C)(=O)O (acetic acid), O (water). The product is C1OC=2C=C(C=CC2O1)/C=C/C(/C=C/C(=O)O)=O ((E,E)-6-[3,4-(methylenedioxy)phenyl]-4-oxo-2,5-hexadienoic acid). Reaction SMILES: [CH2:1]1[O:9][C:8]2[CH:7]=[CH:6][C:5](/[CH:10]=[CH:11]/[C:12](=[O:14])[CH3:13])=[CH:4][C:3]=2[O:2]1.O.[C:16]([OH:20])(=[O:19])[CH:17]=O>C(O)(=O)C.O>[CH2:1]1[O:9][C:8]2[CH:7]=[CH:6][C:5](/[CH:10]=[CH:11]/[C:12](=[O:14])/[CH:13]=[CH:17]/[C:16]([OH:20])=[O:19])=[CH:4][C:3]=2[O:2]1 |f:1.2|. Procedure: A solution of 15 g (78.8 mmol) of (E)-4-[3,4-(methylenedioxy)phenyl]but-3-en-2-one and 7.2 g (78.8 mmol) of glyoxylic acid monohydrate in 20 ml of acetic acid was heated at reflux for 20 hours. The reaction mixture was diluted with water and extracted with ethyl acetate. The organic phase was extracted twice with 3N sodium hydroxide solution. The combined aqueous phases were treated with 3N hydrochloric acid to produce a strongly acidic reaction and extracted twice with ethyl acetate. The combin... Reactants: C=CCBr, CC[O-], CN(C)C=O, CCc1nc2nc3cc(Cl)ccc3nc2[nH]1, C1CCOC1. The product is C=CCn1c(CC)nc2nc3cc(Cl)ccc3nc21. RXN SMILES: [CH2:20]([CH:21]=[CH2:22])[Br:23].[CH3:17][CH2:18][O-:19].[CH3:29][N:30]([CH3:31])[CH:32]=[O:33].[Cl:1][c:2]1[cH:3][c:4]2[n:5][c:6]3[c:7]([n:8][c:9]2[cH:10][cH:11]1)[nH:12][c:13]([CH2:15][CH3:16])[n:14]3.[O:24]1[CH2:25][CH2:26][CH2:27][CH2:28]1>>[Cl:1][c:2]1[cH:3][c:4]2[n:5][c:6]3[c:7]([n:8][c:9]2[cH:10][cH:11]1)[n:12]([CH2:22][CH:21]=[CH2:20])[c:13]([CH2:15][CH3:16])[n:14]3. The reactants are CN(C)CC1=CNC2=C1C=CC=C2 (gramine), [N+](=O)([O-])C(C)C (2-nitropropane), [OH-].[Na+] (NaOH), nitro, nitro, product, O.NN (hydrazine hydrate), O(C(C)C)C(C)C ((i-Pr)2O). The reagents and catalysts are [Ni] (Raney nickel). Solvent: CCO (EtOH), CCO (EtOH), O (H2O), CC(=O)O (AcOH), CCO (EtOH). Conditions: time 8 hour. Product: N1C=C(C2=CC=CC=C12)CC(C)(C)N (2-(3 -INDOLYL)-1,1-DIMETHYLETHYLAMINE). RXN SMILES: CN([CH2:4][C:5]1[C:9]2[CH:10]=[CH:11][CH:12]=[CH:13][C:8]=2[NH:7][CH:6]=1)C.[N+:14]([CH:17]([CH3:19])[CH3:18])([O-])=O.[OH-].[Na+].O.NN.O(C(C)C)C(C)C>CCO.[Ni].O.CC(O)=O>[NH:7]1[C:8]2[C:9](=[CH:10][CH:11]=[CH:12][CH:13]=2)[C:5]([CH2:4][C:17]([NH2:14])([CH3:19])[CH3:18])=[CH:6]1 |f:2.3,4.5|. Reported procedure: A mixture of gramine (120.0 g., 0.69 mole), 2-nitropropane (443 ml.), and NaOH (28.8 g., 0.72 mole) was stirred and gradually heated to reflux under N2. After a 6.5 hour reflux period, the reaction mixture was allowed to stand at room temperature overnight, and then diluted with 600 ml. of 10% aqueous AcOH. The mixture was extracted with 1.5 l of Et2O, and the organic layer washed with H2O (4×500 ml.). Concentration of the Et2O solution in vacuum gave an oil which was dissolved in 500 ml. of 95%... Reactants: ClC1=C(C(=O)O)C=C(C(=C1)F)N1C(=NC(=CC1=O)C(F)(F)F)OC (2-chloro-4-fluoro-5-[2-methoxy-6 -oxo-4-trifluoromethyl-1(6H)-pyrimidinyl]-benzoic acid), S(=O)(Cl)Cl (thionyl chloride). Solvent: C1=CC=CC=C1 (benzene). The product is ClC1=C(C(=O)OCCCC)C=C(C(=C1)F)N1C(=NC(=CC1=O)C(F)(F)F)OC (n-butyl 2-chloro-4-fluoro-5-[2-methoxy-6-oxo-4-trifluoromethyl-1(6H)-pyrimidinyl]-benzoate). As a reaction SMILES: [Cl:1][C:2]1[CH:10]=[C:9]([F:11])[C:8]([N:12]2[C:17](=[O:18])[CH:16]=[C:15]([C:19]([F:22])([F:21])[F:20])[N:14]=[C:13]2[O:23][CH3:24])=[CH:7][C:3]=1[C:4]([OH:6])=[O:5].S(Cl)(Cl)=O>C1C=CC=CC=1>[Cl:1][C:2]1[CH:10]=[C:9]([F:11])[C:8]([N:12]2[C:17](=[O:18])[CH:16]=[C:15]([C:19]([F:21])([F:20])[F:22])[N:14]=[C:13]2[O:23][CH3:24])=[CH:7][C:3]=1[C:4]([O:6][CH2:10][CH2:2][CH2:3][CH3:4])=[O:5]. Procedure: A suspension of 1.90 g of 2-chloro-4-fluoro-5-[2-methoxy-6 -oxo-4-trifluoromethyl-1(6H)-pyrimidinyl]-benzoic acid in 10 ml of benzene and 1.85 g of thionyl chloride is heated for 4 hours while stirring until a solution forms. The reaction mixture is evaporated to dryness under reduced pressure, the residue is dissolved in 20 ml of methylene chloride and the solution is treated at room temperature with 5 ml of n-butanol and 0.50 g of pyridine while stirring. The reaction mixture is stirred for 3 ... The reactants are CCO, CC(=O)O, CC(C)(NC(=O)CCl)c1ccc(-c2nc3ccc(C4(c5ccccc5)CC4)nc3s2)c(F)c1, ClCCl, NC(N)=S. The product is CC(C)(N)c1ccc(-c2nc3ccc(C4(c5ccccc5)CC4)nc3s2)c(F)c1. Reaction SMILES: [CH3:38][CH2:39][OH:40].[CH3:41][C:42](=[O:43])[OH:44].[Cl:1][CH2:2][C:3](=[O:4])[NH:5][C:6]([CH3:7])([CH3:8])[c:9]1[cH:10][c:11]([F:33])[c:12](-[c:15]2[s:16][c:17]3[n:18][c:19]([C:24]4([c:27]5[cH:28][cH:29][cH:30][cH:31][cH:32]5)[CH2:25][CH2:26]4)[cH:20][cH:21][c:22]3[n:23]2)[cH:13][cH:14]1.[Cl:45][CH2:46][Cl:47].[NH2:34][C:35](=[S:36])[NH2:37]>>[NH2:5][C:6]([CH3:7])([CH3:8])[c:9]1[cH:10][c:11]([F:33])[c:12](-[c:15]2[s:16][c:17]3[n:18][c:19]([C:24]4([c:27]5[cH:28][cH:29][cH:30][cH:31][cH:32]5)[CH2:25][CH2:26]4)[cH:20][cH:21][c:22]3[n:23]2)[cH:13][cH:14]1. Reactants: COC(=O)C(=Cc1cc(Cl)cc(Cl)c1)NC(=O)OCc1ccccc1, ClCCl, O=S(=O)([O-])C(F)(F)F. The product is COC(=O)C(Cc1cc(Cl)cc(Cl)c1)NC(=O)OCc1ccccc1. RXN SMILES: [CH2:1]([c:2]1[cH:3][cH:4][cH:5][cH:6][cH:7]1)[O:8][C:9](=[O:10])[NH:11][C:12]([C:13](=[O:14])[O:15][CH3:16])=[CH:17][c:18]1[cH:19][c:20]([Cl:25])[cH:21][c:22]([Cl:24])[cH:23]1.[CH2:34]([Cl:35])[Cl:36].[O-:26][S:27]([C:28]([F:29])([F:30])[F:31])(=[O:32])=[O:33]>>[CH2:1]([c:2]1[cH:3][cH:4][cH:5][cH:6][cH:7]1)[O:8][C:9](=[O:10])[NH:11][CH:12]([C:13](=[O:14])[O:15][CH3:16])[CH2:17][c:18]1[cH:19][c:20]([Cl:25])[cH:21][c:22]([Cl:24])[cH:23]1.